Dataset: the Open Reaction Database (ORD), a public repository of structured organic reaction records. Task: describe an organic reaction: reactants, conditions, products, and yield As a reaction SMILES: [F:1][C:2]1[CH:3]=[C:4]([CH:29]=[CH:30][C:31]=1[F:32])[CH2:5][NH:6][C:7]([C:9]1[C:17]2[C:12](=[CH:13][C:14]([OH:18])=[CH:15][CH:16]=2)[N:11]([CH2:19][C:20]2[CH:25]=[CH:24][CH:23]=[CH:22][N:21]=2)[C:10]=1[C:26]([OH:28])=[O:27])=[O:8].OS(O)(=O)=O.I[CH:39]([CH3:41])[CH3:40].[C:42]([O-])([O-])=O.[K+].[K+]>CO.CN(C=O)C.CCOC(C)=O>[F:1][C:2]1[CH:3]=[C:4]([CH:29]=[CH:30][C:31]=1[F:32])[CH2:5][NH:6][C:7]([C:9]1[C:17]2[C:12](=[CH:13][C:14]([O:18][CH:39]([CH3:41])[CH3:40])=[CH:15][CH:16]=2)[N:11]([CH2:19][C:20]2[CH:25]=[CH:24][CH:23]=[CH:22][N:21]=2)[C:10]=1[C:26]([O:28][CH3:42])=[O:27])=[O:8] |f:3.4.5|. Product: FC=1C=C(CNC(=O)C2=C(N(C3=CC(=CC=C23)OC(C)C)CC2=NC=CC=C2)C(=O)OC)C=CC1F (Methyl 3-(3,4-Difluorobenzylcarbamoyl)-6-isopropoxy-1-(pyridin-2-ylmethyl)-1H-indole-2-carboxylate). The solvent is CCOC(=O)C (EtOAc), CN(C)C=O (DMF), CO (MeOH). Starting materials: crude product, IC(C)C (2-iodopropane), C(=O)([O-])[O-].[K+].[K+] (K2CO3), FC=1C=C(CNC(=O)C2=C(N(C3=CC(=CC=C23)O)CC2=NC=CC=C2)C(=O)O)C=CC1F (3-(3,4-difluorobenzylcarbamoyl)-6-hydroxy-1-(pyridin-2-ylmethyl)-1H-indole-2-carboxylic acid), FC=1C=C(CNC(=O)C2=C(N(C3=CC(=CC=C23)O)CC2=NC=CC=C2)C(=O)O)C=CC1F (3-(3,4-Difluorobenzylcarbamoyl)-6-hydroxy-1-(pyridin-2-ylmethyl)-1H-indole-2-carboxylic Acid), OS(=O)(=O)O (H2SO4). Run at time 16 hour. Procedure: A solution of 3-(3,4-difluorobenzylcarbamoyl)-6-hydroxy-1-(pyridin-2-ylmethyl)-1H-indole-2-carboxylic acid (Compound 225, crude 6.5 g) and concentrated H2SO4 (0.1 ml, catalytic amount) in MeOH (100 ml) was heated to 90° C. for 16 h. The mixture was cooled and the suspension was filtered. The filtrate was concentrated, diluted with EtOAc, washed with H2O and brine, dried over Na2SO4, and concentrated in vacuo to give a pale brown solid as the crude product. General Procedure N. To a solution of t... Reactants: CCOC(OCC)OCC, CC(=O)OC(C)=O, COc1c(F)ccc(C(=O)CC(=O)C2CC2)c1S(C)(=O)=O. The product is CCOC=C(C(=O)c1ccc(F)c(OC)c1S(C)(=O)=O)C(=O)C1CC1. RXN SMILES: [CH2:22]([CH3:23])[O:24][CH:25]([O:26][CH2:27][CH3:28])[O:29][CH2:30][CH3:31].[CH3:32][C:33]([O:34][C:35](=[O:36])[CH3:37])=[O:38].[CH:1]1([C:4]([CH2:5][C:6](=[O:7])[c:8]2[c:9]([S:17](=[O:18])(=[O:19])[CH3:20])[c:10]([O:15][CH3:16])[c:11]([F:14])[cH:12][cH:13]2)=[O:21])[CH2:2][CH2:3]1>>[CH:1]1([C:4]([C:5]([C:6](=[O:7])[c:8]2[c:9]([S:17](=[O:18])(=[O:19])[CH3:20])[c:10]([O:15][CH3:16])[c:11]([F:14])[cH:12][cH:13]2)=[CH:25][O:24][CH2:22][CH3:23])=[O:21])[CH2:2][CH2:3]1. The reactants are O=C([O-])O, COCN(Cc1ccccc1)C[Si](C)(C)C, C=Cc1ccccc1C#N, ClCCl, [Na+], O=C(O)C(F)(F)F. The product is N#Cc1ccccc1C1CCN(Cc2ccccc2)C1. RXN SMILES: [C:34](=[O:35])([OH:36])[O-:37].[CH2:1]([c:2]1[cH:3][cH:4][cH:5][cH:6][cH:7]1)[N:8]([CH2:9][O:15][CH3:16])[CH2:12][Si:10]([CH3:11])([CH3:13])[CH3:14].[CH:17](=[CH2:18])[c:19]1[c:20]([C:21]#[N:22])[cH:23][cH:24][cH:25][cH:26]1.[Cl:39][CH2:40][Cl:41].[Na+:38].[OH:27][C:28]([C:29]([F:30])([F:31])[F:32])=[O:33]>>[CH2:1]([c:2]1[cH:3][cH:4][cH:5][cH:6][cH:7]1)[N:8]1[CH2:9][CH:17]([c:19]2[c:20]([C:21]#[N:22])[cH:23][cH:24][cH:25][cH:26]2)[CH2:18][CH2:12]1.